From a dataset of the Open Reaction Database (ORD), a public repository of structured organic reaction records. describe an organic reaction: reactants, conditions, products, and yield The reactants are OCc1ccc(C(F)(F)F)c(Cl)c1, O=[Mn]=O. Yields the product O=Cc1ccc(C(F)(F)F)c(Cl)c1. As a reaction SMILES: [Cl:1][c:2]1[cH:3][c:4]([CH2:5][OH:6])[cH:7][cH:8][c:9]1[C:10]([F:11])([F:12])[F:13].[O:14]=[Mn:15]=[O:16]>>[Cl:1][c:2]1[cH:3][c:4]([CH:5]=[O:6])[cH:7][cH:8][c:9]1[C:10]([F:11])([F:12])[F:13]. Starting materials: O=C(CC)C(CNC(=O)OCC=C)CNC(=O)OCC=C (2-(1-Oxopropyl)-1,3-bis(allyloxycarbonylamino)propane), C(C=C)OC(=O)NCC(C(C)=O)CNC(=O)OCC=C (1-allyloxycarbonylamino-2-(N-allyloxycarbonylaminomethyl)butan-3-one). Product: NCC(C(CC)O)CN (1-amino-2-aminomethyl-3-hydroxypentane). Reaction SMILES: [O:1]=[C:2]([CH:5]([CH2:14][NH:15]C(OCC=C)=O)[CH2:6][NH:7]C(OCC=C)=O)[CH2:3][CH3:4].C(OC(NCC(CNC(OCC=C)=O)C(=O)C)=O)C=C>>[NH2:7][CH2:6][CH:5]([CH2:14][NH2:15])[CH:2]([OH:1])[CH2:3][CH3:4]. Reported procedure: 2-(1-Oxopropyl)-1,3-bis(allyloxycarbonylamino)propane (1.1 g) was 1-allyloxycarbonylamino-2-(N-allyloxycarbonylaminomethyl)butan-3-one was obtained from 1-amino-2-aminomethyl-3-hydroxypentane in substantially the same manner as those of Preparations 5 and 7. Reactants: Heterocyclic, C(C)(=O)O (Acetic acid), C(CCC)C(C=O)C(C)=O.[Na] (sodium 2-butyl-3-oxobutanal), C(#N)CC(=O)N (cyanoacetamide), C(C)(=O)[O-] (acetate). The solvent is O (water). Reaction conditions: time 8 hour. Yields the product C(#N)C=1C(NC(=C(C1)CCCC)C)=O (3-cyano-5-butyl-6-methylpyridin-2(1H)-one). The yield is 13.6%. Reaction SMILES: [CH2:1]([CH:5]([C:8](=O)[CH3:9])[CH:6]=O)[CH2:2][CH2:3][CH3:4].[Na].[C:12]([CH2:14][C:15]([NH2:17])=[O:16])#[N:13].C([O-])(=O)C.C(O)(=O)C>O>[C:12]([C:14]1[C:15](=[O:16])[NH:17][C:8]([CH3:9])=[C:5]([CH2:1][CH2:2][CH2:3][CH3:4])[CH:6]=1)#[N:13] |f:0.1,^1:10|. Procedure details: According to the method described in J. Heterocyclic Chem., 24, 351 (1987), a mixture of crude sodium 2-butyl-3-oxobutanal (7.39 g), cyanoacetamide (4.15 g, 39 mmol), aqueous piperidinum acetate (3.5 mL) [prepared from glacial acetic acid (0.85 ml), water (2.0 mL) and piperidine (1.45 ml)] in water (32 mL) was refluxed for 3 hours. Acetic acid (2.5 mL) was cautiously added. After cooling to room temperature and stirring overnight, the precipitated solids were collected by filtration. These resid... Reactants: BrCCCCCCCCCO (9-Bromononyl alcohol), I(=O)(=O)(=O)[O-].[Na+] (sodium metaperiodate), C(Cl)(Cl)(Cl)Cl (carbon tetrachloride), C(C)#N (acetonitrile). Reagents/catalysts: [Ru](Cl)(Cl)Cl (ruthenium chloride). Solvent: O (water). Product: BrCCCCCCCCC(=O)O (9-bromo nonanoic acid). As a reaction SMILES: [Br:1][CH2:2][CH2:3][CH2:4][CH2:5][CH2:6][CH2:7][CH2:8][CH2:9][CH2:10][OH:11].I([O-])(=O)(=O)=[O:13].[Na+].C(Cl)(Cl)(Cl)Cl.C(#N)C>[Ru](Cl)(Cl)Cl.O>[Br:1][CH2:2][CH2:3][CH2:4][CH2:5][CH2:6][CH2:7][CH2:8][CH2:9][C:10]([OH:13])=[O:11] |f:1.2|. Procedure details: 9-Bromononyl alcohol (f) (3.347 g) was reacted with sodium metaperiodate and ruthenium chloride in the mixture of carbon tetrachloride, acetonitrile and water to give 9-bromo nonanoic acid (g). The reactants are C([O-])([O-])=O.[Na+].[Na+] (sodium carbonate), BrC1=CC2=C(C(=NC=3C(=CNC(C23)=O)C#CC(=O)N)C(C)C)C=C1 (3-(9-bromo-6-isopropyl-1-oxo-1,2-dihydrobenzo[c]-1,6-naphthyridin-4-yl)prop-2-ynamide), CN1N=CC(=C1)B1OC(C(O1)(C)C)(C)C (1-methyl-4-(4,4,5,5-tetramethyl-1,3,2-dioxaborolan-2-yl)-1H-pyrazole), C=1C=CC(=CC1)P(CCCP(C=2C=CC=CC2)C=3C=CC=CC3)C=4C=CC=CC4.C(Cl)Cl (dppp CH2Cl2). The reagents and catalysts are Cl[Pd]Cl (PdCl2). The solvent is CN(C)C=O (DMF). Reaction conditions: temperature 100 celsius. The product is C(C)(C)C1=NC=2C(=CNC(C2C2=C1C=CC(=C2)C=2C=NN(C2)C)=O)C#CC(=O)N (3-[6-isopropyl-9-(1-methyl-1H-pyrazol-4-yl)-1-oxo-1,2-dihydrobenzo[c]-1,6-naphthyridin-4-yl]prop-2-ynamide). As a reaction SMILES: Br[C:2]1[CH:24]=[CH:23][C:5]2[C:6]([CH:20]([CH3:22])[CH3:21])=[N:7][C:8]3[C:9]([C:15]#[C:16][C:17]([NH2:19])=[O:18])=[CH:10][NH:11][C:12](=[O:14])[C:13]=3[C:4]=2[CH:3]=1.[CH3:25][N:26]1[CH:30]=[C:29](B2OC(C)(C)C(C)(C)O2)[CH:28]=[N:27]1.C1C=CC(P(C2C=CC=CC=2)CCCP(C2C=CC=CC=2)C2C=CC=CC=2)=CC=1.C(Cl)Cl.C(=O)([O-])[O-].[Na+].[Na+]>Cl[Pd]Cl.CN(C=O)C>[CH:20]([C:6]1[C:5]2[CH:23]=[CH:24][C:2]([C:29]3[CH:28]=[N:27][N:26]([CH3:25])[CH:30]=3)=[CH:3][C:4]=2[C:13]2[C:12](=[O:14])[NH:11][CH:10]=[C:9]([C:15]#[C:16][C:17]([NH2:19])=[O:18])[C:8]=2[N:7]=1)([CH3:21])[CH3:22] |f:2.3,4.5.6|. Procedure: 3-(9-bromo-6-isopropyl-1-oxo-1,2-dihydrobenzo[c]-1,6-naphthyridin-4-yl)prop-2-ynamide (57 mg, 0.15 mmol), 1-methyl-4-(4,4,5,5-tetramethyl-1,3,2-dioxaborolan-2-yl)-1H-pyrazole (62 mg, 0.30 mmol), and PdCl2(dppp-CH2Cl2 adduct (24 mg, 0.030 mmol) were added to a vial, followed by DMF (1.8 ml) and aqueous sodium carbonate (2M) (0.15 ml, 0.30 mmol). The resulting suspension was purged with argon (subsurface bubbling) for 10 min, then heated in a microwave reactor at 100° C. for 30 min. The mixture wa... Reactants: CC1(OB(OC1(C)C)C1=C2C=CNC2=CC=C1)C (4-(4,4,5,5-tetramethyl-1,3,2-dioxaborolan-2-yl)-1H-indole), [O-]P(=O)([O-])[O-].[K+].[K+].[K+] (potassium phosphate tribasic), O (Water), BrC=1C=C(C=2C=NN(C2C1)S(=O)(=O)C1=CC=C(C=C1)C)C#N (6-bromo-1-[(4-methylphenyl)sulfonyl]-1H-indazole-4-carbonitrile). Solvent: O1CCOCC1 (1,4-dioxane). Yields the product N1C=CC2=C(C=CC=C12)C=1C=C(C=2C=NN(C2C1)S(=O)(=O)C1=CC=C(C=C1)C)C#N (6-(1H-Indol-4-yl)-1-[(4-methylphenyl)sulfonyl]-1H-indazole-4-carbonitrile). Reported procedure: To a suspension of 6-bromo-1-[(4-methylphenyl)sulfonyl]-1H-indazole-4-carbonitrile in 1,4-dioxane (100 ml) was added 4-(4,4,5,5-tetramethyl-1,3,2-dioxaborolan-2-yl)-1H-indole (4.79 g, 10.72 mmol, available from Frontier Scientific Europe), 1,1′-bis(diphenylphosphino)ferrocene palladium dichloride (2.061 g, 2.82 mmol) and potassium phosphate tribasic (8.97 g, 42.3 mmol). Water (20 ml) was added and the reaction mixture heated to 80° C. for 1 h. The solvent was removed and the residue partitioned ... Run at temperature 80 celsius. The reagents and catalysts are [Pd](Cl)Cl.C1(=CC=CC=C1)P([C-]1C=CC=C1)C1=CC=CC=C1.[C-]1(C=CC=C1)P(C1=CC=CC=C1)C1=CC=CC=C1.[Fe+2] (1,1′-bis(diphenylphosphino)ferrocene palladium dichloride). RXN SMILES: Br[C:2]1[CH:3]=[C:4]([C:21]#[N:22])[C:5]2[CH:6]=[N:7][N:8]([S:11]([C:14]3[CH:19]=[CH:18][C:17]([CH3:20])=[CH:16][CH:15]=3)(=[O:13])=[O:12])[C:9]=2[CH:10]=1.CC1(C)C(C)(C)OB([C:31]2[CH:39]=[CH:38][CH:37]=[C:36]3[C:32]=2[CH:33]=[CH:34][NH:35]3)O1.[O-]P([O-])([O-])=O.[K+].[K+].[K+].O>O1CCOCC1.[Pd](Cl)Cl.C1(P(C2C=CC=CC=2)[C-]2C=CC=C2)C=CC=CC=1.[C-]1(P(C2C=CC=CC=2)C2C=CC=CC=2)C=CC=C1.[Fe+2]>[NH:35]1[C:36]2[C:32](=[C:31]([C:2]3[CH:3]=[C:4]([C:21]#[N:22])[C:5]4[CH:6]=[N:7][N:8]([S:11]([C:14]5[CH:19]=[CH:18][C:17]([CH3:20])=[CH:16][CH:15]=5)(=[O:12])=[O:13])[C:9]=4[CH:10]=3)[CH:39]=[CH:38][CH:37]=2)[CH:33]=[CH:34]1 |f:2.3.4.5,8.9.10.11|. Starting materials: FC=1C=NC=C(C1)F (3,5-Difluoropyridine), [Li+].CC(C)[N-]C(C)C (LDA), C(=O)OC (Methyl formate), C(=O)(O)[O-].[Na+] (NaHCO3). The solvent is C1CCOC1 (THF), C1CCOC1 (THF), C1CCOC1 (THF), C1CCOC1 (THF). Reaction conditions: temperature -78 celsius, time 3 hour. Yields the product FC=1C=NC=C(C1C=O)F (3,5-difluoropyridine-4-carbaldehyde). Yield: 295.2%. RXN SMILES: [Li+].CC([N-]C(C)C)C.[F:9][C:10]1[CH:11]=[N:12][CH:13]=[C:14]([F:16])[CH:15]=1.[CH:17](OC)=[O:18].C([O-])(O)=O.[Na+]>C1COCC1>[F:9][C:10]1[CH:11]=[N:12][CH:13]=[C:14]([F:16])[C:15]=1[CH:17]=[O:18] |f:0.1,4.5|. Procedure: At 0° C. A solution of LDA 2M in THF (47.792 mL, 95.58 mmol) was diluted with 50 mL THF. It was cooled down to −78° C., then a solution of 3,5-Difluoropyridine (7.886 mL, 86.89 mmol) in 100 mL THF was added dropwise while maintaining the temperature below −70° C., (complete addition in 20 min). It gave a yellow suspension. The reaction mixture was stirred 3 h at −78° C. A solution of Methyl formate (10.8 mL, 173.79 mmol) in 25 mL THF was added dropwise in 15 min. The reaction mixture became a pa...